From a dataset of the Open Reaction Database (ORD), a public repository of structured organic reaction records. describe an organic reaction: reactants, conditions, products, and yield The reactants are CCOC(=O)C(Cc1ccc(O)cc1)NC(=O)COCC(=O)OCc1ccccc1, CCOC(C)=O, [H][H]. Yields the product CCOC(=O)C(Cc1ccc(O)cc1)NC(=O)COCC(=O)O. As a reaction SMILES: [CH2:1]([CH3:2])[O:3][C:4]([CH:5]([CH2:6][c:7]1[cH:8][cH:9][c:10]([OH:13])[cH:11][cH:12]1)[NH:14][C:15]([CH2:16][O:17][CH2:18][C:19](=[O:20])[O:21][CH2:22][c:23]1[cH:24][cH:25][cH:26][cH:27][cH:28]1)=[O:29])=[O:30].[CH3:33][CH2:34][O:35][C:36](=[O:37])[CH3:38].[H:31][H:32]>>[CH2:1]([CH3:2])[O:3][C:4]([CH:5]([CH2:6][c:7]1[cH:8][cH:9][c:10]([OH:13])[cH:11][cH:12]1)[NH:14][C:15]([CH2:16][O:17][CH2:18][C:19](=[O:20])[OH:21])=[O:29])=[O:30]. Starting materials: OC1=CC=C(C=C1)C1C(CN(CC1)C(=O)OC(C)(C)C)OCC1=CC=C2CCC(N(C2=C1)CCCOC)=O (tert-butyl 4-(4-hydroxyphenyl)-3-[1-(3-methoxypropyl)-2-oxo-1,2,3,4-tetrahydroquinolin-7-ylmethoxy]piperidine-1-carboxylate), BrCCCOC1=C(C=CC=C1OC)OC (2-(3-bromopropoxy)-1,3-dimethoxybenzene). The product is COC1=C(OCCCOC2=CC=C(C=C2)C2C(CN(CC2)C(=O)OC(C)(C)C)OCC2=CC=C3CCC(N(C3=C2)CCCOC)=O)C(=CC=C1)OC (tert-Butyl 4-{4-[3-(2,6-dimethoxyphenoxy)propoxy]phenyl}-3-[1-(3-methoxypropyl)-2-oxo-1,2,3,4-tetrahydroquinolin-7-ylmethoxy]piperidine-1-carboxylate). Reaction SMILES: [OH:1][C:2]1[CH:7]=[CH:6][C:5]([CH:8]2[CH2:13][CH2:12][N:11]([C:14]([O:16][C:17]([CH3:20])([CH3:19])[CH3:18])=[O:15])[CH2:10][CH:9]2[O:21][CH2:22][C:23]2[CH:32]=[C:31]3[C:26]([CH2:27][CH2:28][C:29](=[O:38])[N:30]3[CH2:33][CH2:34][CH2:35][O:36][CH3:37])=[CH:25][CH:24]=2)=[CH:4][CH:3]=1.Br[CH2:40][CH2:41][CH2:42][O:43][C:44]1[C:49]([O:50][CH3:51])=[CH:48][CH:47]=[CH:46][C:45]=1[O:52][CH3:53]>>[CH3:53][O:52][C:45]1[CH:46]=[CH:47][CH:48]=[C:49]([O:50][CH3:51])[C:44]=1[O:43][CH2:42][CH2:41][CH2:40][O:1][C:2]1[CH:7]=[CH:6][C:5]([CH:8]2[CH2:13][CH2:12][N:11]([C:14]([O:16][C:17]([CH3:19])([CH3:20])[CH3:18])=[O:15])[CH2:10][CH:9]2[O:21][CH2:22][C:23]2[CH:32]=[C:31]3[C:26]([CH2:27][CH2:28][C:29](=[O:38])[N:30]3[CH2:33][CH2:34][CH2:35][O:36][CH3:37])=[CH:25][CH:24]=2)=[CH:4][CH:3]=1. Reported procedure: Analogously to Method I, 0.100 g of tert-butyl 4-(4-hydroxyphenyl)-3-[1-(3-methoxypropyl)-2-oxo-1,2,3,4-tetrahydroquinolin-7-ylmethoxy]piperidine-1-carboxylate (Example 44d) and 0.067 g of 2-(3-bromopropoxy)-1,3-dimethoxybenzene are used to prepare the title compound. Rf=0.20 (2:1 EtOAc-heptane); Rt=5.83. Starting materials: O=P(Cl)(Cl)Cl (POCl3), ClC=1C(=NC=CN1)CNC(=O)C1CCN(CC1)C(=O)OCC1=CC=CC=C1 (benzyl 4-{[(3-chloropyrazin-2-yl)methyl]carbamoyl}piperidine-1-carboxylate), C(=O)(O)[O-].[Na+] (NaHCO3). The solvent is CCOC(=O)C (EtOAc), CN(C)C=O (DMF), O (water). The product is ClC=1C=2N(C=CN1)C(=NC2)C2CCN(CC2)C(=O)OCC2=CC=CC=C2 (Benzyl 4-(8-chloroimidazo[1,5-a]pyrazin-3-yl)piperidine-1-carboxylate). Isolated yield 2537.3%. RXN SMILES: [Cl:1][C:2]1[C:3]([CH2:8][NH:9][C:10]([CH:12]2[CH2:17][CH2:16][N:15]([C:18]([O:20][CH2:21][C:22]3[CH:27]=[CH:26][CH:25]=[CH:24][CH:23]=3)=[O:19])[CH2:14][CH2:13]2)=O)=[N:4][CH:5]=[CH:6][N:7]=1.O=P(Cl)(Cl)Cl.C([O-])(O)=O.[Na+]>CCOC(C)=O.CN(C=O)C.O>[Cl:1][C:2]1[C:3]2[N:4]([C:10]([CH:12]3[CH2:17][CH2:16][N:15]([C:18]([O:20][CH2:21][C:22]4[CH:27]=[CH:26][CH:25]=[CH:24][CH:23]=4)=[O:19])[CH2:14][CH2:13]3)=[N:9][CH:8]=2)[CH:5]=[CH:6][N:7]=1 |f:2.3|. Reported procedure: To a suspension of benzyl 4-{[(3-chloropyrazin-2-yl)methyl]carbamoyl}piperidine-1-carboxylate (0.100 g, 0.220 mmol) in EtOAc (0.9 mL) and DMF (0.068 mL) at 0° C. was slowly added POCl3 (0.082 mL, 0.88 mmol). After stirring at rt for an hour the mixture was cooled to 0° C. then treated with solid NaHCO3 The mixture was stirred for 20 min at rt, diluted with water and extracted with EtOAc (3×20 mL). The combined extracts were washed with water (2×30 mL) and brine (30 mL), then dried over Na2SO4, a...